Dataset: the Open Reaction Database (ORD), a public repository of structured organic reaction records. Task: describe an organic reaction: reactants, conditions, products, and yield Reactants: ClC1=CC=C(CN2CCN(CC2)C(=O)OC[C@](CN2C(=NC(=C2)[N+](=O)[O-])Cl)(C)O)C=C1 ((R)-3-(2-chloro-4-nitroimidazol-1-yl)-2-hydroxy-2-methylpropyl 4-(4-chlorobenzyl)piperazine-1-carboxylate), [H-].[Na+] (sodium hydride), ice water. The solvent is CN(C)C=O (DMF). Conditions: time 1 hour. Yields the product ClC1=CC=C(CN2CCN(CC2)C(=O)OC[C@]2(CN3C(O2)=NC(=C3)[N+](=O)[O-])C)C=C1 ((R)-2-methyl-6-nitro-2,3-dihydroimidazo[2,1-b]oxazol-2-ylmethyl 4-(4-chlorobenzyl)piperazine-1-carboxylate). Yield: 27.4%. Reaction SMILES: [Cl:1][C:2]1[CH:31]=[CH:30][C:5]([CH2:6][N:7]2[CH2:12][CH2:11][N:10]([C:13]([O:15][CH2:16][C@@:17]([OH:29])([CH3:28])[CH2:18][N:19]3[CH:23]=[C:22]([N+:24]([O-:26])=[O:25])[N:21]=[C:20]3Cl)=[O:14])[CH2:9][CH2:8]2)=[CH:4][CH:3]=1.[H-].[Na+]>CN(C=O)C>[Cl:1][C:2]1[CH:31]=[CH:30][C:5]([CH2:6][N:7]2[CH2:12][CH2:11][N:10]([C:13]([O:15][CH2:16][C@:17]3([CH3:28])[O:29][C:20]4=[N:21][C:22]([N+:24]([O-:26])=[O:25])=[CH:23][N:19]4[CH2:18]3)=[O:14])[CH2:9][CH2:8]2)=[CH:4][CH:3]=1 |f:1.2|. Procedure details: To the solution of (R)-3-(2-chloro-4-nitroimidazol-1-yl)-2-hydroxy-2-methylpropyl 4-(4-chlorobenzyl)piperazine-1-carboxylate prepared in Example 90 (1.82 g, 3.85 mmol) in DMF (10 ml), sodium hydride (0.31 g, 7.70 mmol) was added followed by stirring for 1 hour with cooling on ice-bath. To the reaction mixture, ice-water was added, and the precipitates were filtered off and washed with isopropanol to afford (R)-2-methyl-6-nitro-2,3-dihydroimidazo[2,1-b]oxazol-2-ylmethyl 4-(4-chlorobenzyl)piperazi...